The task is: describe an organic reaction: reactants, conditions, products, and yield. This data is from the Open Reaction Database (ORD), a public repository of structured organic reaction records. Reactants: ClC=1C=C(C(=CC1Cl)F)NC1=NC=NC2=CC=C(C=C12)N (4-[(3,4-dichloro-6-fluorophenyl)amino]-6-aminoquinazoline), BrC/C=C/C(=O)Cl (4-bromocrotonyl chloride). Product: BrCC=CC(=O)NC=1C=C2C(=NC=NC2=CC1)NC1=CC(=C(C=C1F)Cl)Cl (4-bromo-N-{4-[(3,4-dichloro-6-fluorophenyl)amino]quinazoline-6-yl}-2-butenamide). RXN SMILES: [Cl:1][C:2]1[CH:3]=[C:4]([NH:10][C:11]2[C:20]3[C:15](=[CH:16][CH:17]=[C:18]([NH2:21])[CH:19]=3)[N:14]=[CH:13][N:12]=2)[C:5]([F:9])=[CH:6][C:7]=1[Cl:8].[Br:22][CH2:23]/[CH:24]=[CH:25]/[C:26](Cl)=[O:27]>>[Br:22][CH2:23][CH:24]=[CH:25][C:26]([NH:21][C:18]1[CH:19]=[C:20]2[C:15](=[CH:16][CH:17]=1)[N:14]=[CH:13][N:12]=[C:11]2[NH:10][C:4]1[C:5]([F:9])=[CH:6][C:7]([Cl:8])=[C:2]([Cl:1])[CH:3]=1)=[O:27]. Procedure details: In one particular, 3,4-dichloro-6-fluoroaniline is reacted with 4-chloro-6-nitroquinazoline, so as to produce 4-[(3,4-dichloro-6-fluorophenyl)amino]-6-nitroquinazoline, which is reduced, by means of an ethanolic solution of hydrazine hydrate and Raney®Nickel, so as to produce 4-[(3,4-dichloro-6-fluorophenyl)amino]-6-aminoquinazoline. Then, the 4-[(3,4-dichloro-6-fluorophenyl)amino]-6-aminoquinazoline is reacted with 4-bromocrotonyl chloride, so as to produce 4-bromo-N-{4-[(3,4-dichloro-6-fluorop... Starting materials: C(C)(C)NC(C)C (diisopropylamine), solution, C(CCC)[Li] (n-butyllithium), CCCCCC (hexane), C(=O)(O)[O-].[Na+] (NaHCO3), ClC(=O)OCC (ethyl chloroformate), S1C(=CC=C1)C(=O)O (2-thiophenecarboxylic acid), S1C(=CC=C1)C(=O)O (2-thiophenecarboxylic acid). Run in C1CCOC1 (THF), C1CCOC1 (THF). Run at temperature 0 celsius, time 15 minute. The product is C(=O)(OCC)C1=CC=C(S1)C(=O)O (5-Carboethoxythiophen-2-carboxylic acid). Yield: 75.1%. Reaction SMILES: C(NC(C)C)(C)C.C([Li])CCC.CCCCCC.[S:19]1[CH:23]=[CH:22][CH:21]=[C:20]1[C:24]([OH:26])=[O:25].Cl[C:28]([O:30][CH2:31][CH3:32])=[O:29].C([O-])(O)=O.[Na+]>C1COCC1>[C:28]([C:23]1[S:19][C:20]([C:24]([OH:26])=[O:25])=[CH:21][CH:22]=1)([O:30][CH2:31][CH3:32])=[O:29] |f:5.6|. Procedure: To a solution of diisopropylamine (3.6 mL, 25.75 mmol) in 10 mL of THF at -78° C. under argon was added a 1.6M solution of n-butyllithium in hexane (16.1 mL, 25.75 mmol). The mixture was stirred for 15 min, and a solution of 2-thiophenecarboxylic acid 34 (1.5 g, 11.705 mmol) (2-thiophenecarboxylic acid 34 is readily available from Aldrich) in 5 mL of THF was added slowly. The mixture was stirred for 15 min, and ethyl chloroformate (2.7 mL, 28.33 mmol) was added. The mixture was stirred for 30 mi... Reactants: N12CCC(CC1)(CC2)C(O)(C2=CC=CC=C2)C2=CC=CC=C2 (1-azabicyclo[2.2.2]oct -4-yl(diphenyl)methanol), BrC (bromomethane), C(CCC)OC (Butylmethyl ether). Solvent: CC#N (CH3CN). The product is [Br-].OC(C12CC[N+](CC1)(CC2)C)(C2=CC=CC=C2)C2=CC=CC=C2 (4-[hydroxy(diphenyl)methyl]-1-methyl-1-azoniabicyclo[2.2.2]octane bromide). The yield is 88.0%. RXN SMILES: [N:1]12[CH2:8][CH2:7][C:4]([C:9]([C:17]3[CH:22]=[CH:21][CH:20]=[CH:19][CH:18]=3)([C:11]3[CH:16]=[CH:15][CH:14]=[CH:13][CH:12]=3)[OH:10])([CH2:5][CH2:6]1)[CH2:3][CH2:2]2.[Br:23]C.[CH2:25](OC)CCC>CC#N>[Br-:23].[OH:10][C:9]([C:17]1[CH:22]=[CH:21][CH:20]=[CH:19][CH:18]=1)([C:11]1[CH:12]=[CH:13][CH:14]=[CH:15][CH:16]=1)[C:4]12[CH2:5][CH2:6][N+:1]([CH3:25])([CH2:2][CH2:3]1)[CH2:8][CH2:7]2 |f:4.5|. Reported procedure: Following the general procedure outlined in Example 3, 1-azabicyclo[2.2.2]oct -4-yl(diphenyl)methanol (0.0638 g, 0.217 mmol) and bromomethane (2.0 M in t -Butylmethyl ether, 0.250 mL, 0.500 mmol) in 2 CH3CN/3CHCl3 (4.0 mL) were reacted to give the desired product (0.0739 g, 88.0%). ELMS m/z 308(M+) Rt (1.58 min). Reactants: S(=O)(=O)([O-])[O-].[Na+].[Na+] (Sodium sulfate), COC(CCCS(=O)(=O)C1=CC2=CC=CC=C2C=C1)=O (4-(2-Naphthalenesulfonyl)-butyric acid methyl ester), [H-].[Al+3].[Li+].[H-].[H-].[H-] (lithium aluminium hydride), [OH-].[Na+] (sodium hydroxide). The solvent is C1CCOC1 (THF), O (water), O (water). Reaction conditions: time 3 hour. The product is C1=C(C=CC2=CC=CC=C12)S(=O)(=O)CCCCO (4-(2-Naphthalenesulfonyl)-butan-1-ol). The yield is 60.6%. RXN SMILES: C[O:2][C:3](=O)[CH2:4][CH2:5][CH2:6][S:7]([C:10]1[CH:19]=[CH:18][C:17]2[C:12](=[CH:13][CH:14]=[CH:15][CH:16]=2)[CH:11]=1)(=[O:9])=[O:8].[H-].[Al+3].[Li+].[H-].[H-].[H-].[OH-].[Na+].S([O-])([O-])(=O)=O.[Na+].[Na+]>C1COCC1.O>[CH:11]1[C:12]2[C:17](=[CH:16][CH:15]=[CH:14][CH:13]=2)[CH:18]=[CH:19][C:10]=1[S:7]([CH2:6][CH2:5][CH2:4][CH2:3][OH:2])(=[O:9])=[O:8] |f:1.2.3.4.5.6,7.8,9.10.11|. Procedure details: To a cooled (−78° C.) solution of the product of step b (1.00 g, 3.27 mmol) in THF (10 ml) was added dropwise a solution of lithium aluminium hydride (1M, THF, 3.50 ml, 3.50 mmol) and the mixture was stirred at this temperature for 3 h. The reaction mixture was treated sequentially with water (0.14 ml), aqueous sodium hydroxide (2M, 0.14 ml) and water (0.42 ml) and allowed to warm to ambient temperature. Sodium sulfate was added and the resultant suspension filtered through a pad of celite and t... Starting materials: O=C(CBr)OCc1ccccc1, CC(C)(C)[O-], CCOC(C)=O, OC(CF)CF, [Na+], [Na+], O=C([O-])O, CN(C)C=O. Product: O=C(COC(CF)CF)OCc1ccccc1. Reaction SMILES: [Br:13][CH2:14][C:15](=[O:16])[O:17][CH2:18][c:19]1[cH:20][cH:21][cH:22][cH:23][cH:24]1.[CH3:1][C:2]([CH3:3])([O-:4])[CH3:5].[CH3:35][CH2:36][O:37][C:38](=[O:39])[CH3:40].[F:7][CH2:8][CH:9]([CH2:10][F:11])[OH:12].[Na+:29].[Na+:6].[O-:25][C:26]([OH:27])=[O:28].[O:30]=[CH:31][N:32]([CH3:33])[CH3:34]>>[F:7][CH2:8][CH:9]([CH2:10][F:11])[O:12][CH2:14][C:15](=[O:16])[O:17][CH2:18][c:19]1[cH:20][cH:21][cH:22][cH:23][cH:24]1. Starting materials: CC(=O)N1CCC(=O)CC1c1ccccc1, C1CCNC1, Cc1ccc(S(=O)(=O)O)cc1, Cc1ccccc1. The product is CC(=O)N1CCC(N2CCCC2)=CC1c1ccccc1. As a reaction SMILES: [C:1]([CH3:2])(=[O:3])[N:4]1[CH:5]([c:11]2[cH:12][cH:13][cH:14][cH:15][cH:16]2)[CH2:6][C:7](=[O:10])[CH2:8][CH2:9]1.[CH2:17]1[CH2:18][CH2:19][NH:20][CH2:21]1.[CH3:22][c:23]1[cH:24][cH:25][c:26]([S:27]([OH:28])(=[O:29])=[O:30])[cH:31][cH:32]1.[CH3:33][c:34]1[cH:35][cH:36][cH:37][cH:38][cH:39]1>>[C:1]([CH3:2])(=[O:3])[N:4]1[CH:5]([c:11]2[cH:12][cH:13][cH:14][cH:15][cH:16]2)[CH:6]=[C:7]([N:20]2[CH2:19][CH2:18][CH2:17][CH2:21]2)[CH2:8][CH2:9]1. Starting materials: CCC(CC)c1ccc(Br)c2[nH]c(=O)n(C)c12, C[O-], CO, CN(C)C=O, [Na+], O. Yields the product CCC(CC)c1ccc(OC)c2[nH]c(=O)n(C)c12. RXN SMILES: [Br:1][c:2]1[cH:3][cH:4][c:5]([CH:13]([CH2:14][CH3:15])[CH2:16][CH3:17])[c:6]2[n:7]([CH3:12])[c:8](=[O:11])[nH:9][c:10]12.[CH3:18][O-:19].[CH3:21][OH:22].[CH3:23][N:24]([CH3:25])[CH:26]=[O:27].[Na+:20].[OH2:28]>>[c:2]1([O:19][CH3:18])[cH:3][cH:4][c:5]([CH:13]([CH2:14][CH3:15])[CH2:16][CH3:17])[c:6]2[n:7]([CH3:12])[c:8](=[O:11])[nH:9][c:10]12. The reactants are CCOC(C)=O, COc1ccc([N+](=O)[O-])cc1-c1ccc(C(F)(F)F)cc1CN1C(=O)OC(c2cc(C(F)(F)F)cc(C(F)(F)F)c2)C1C, [H][H]. Yields the product COc1ccc(N)cc1-c1ccc(C(F)(F)F)cc1CN1C(=O)OC(c2cc(C(F)(F)F)cc(C(F)(F)F)c2)C1C. RXN SMILES: [CH3:46][CH2:47][O:48][C:49]([CH3:50])=[O:51].[F:1][C:2]([c:3]1[cH:4][c:5]([CH:13]2[CH:14]([CH3:41])[N:15]([CH2:19][c:20]3[c:21](-[c:30]4[c:31]([O:39][CH3:40])[cH:32][cH:33][c:34]([N+:36]([O-:37])=[O:38])[cH:35]4)[cH:22][cH:23][c:24]([C:26]([F:27])([F:28])[F:29])[cH:25]3)[C:16](=[O:18])[O:17]2)[cH:6][c:7]([C:9]([F:10])([F:11])[F:12])[cH:8]1)([F:42])[F:43].[H:44][H:45]>>[F:1][C:2]([c:3]1[cH:4][c:5]([CH:13]2[CH:14]([CH3:41])[N:15]([CH2:19][c:20]3[c:21](-[c:30]4[c:31]([O:39][CH3:40])[cH:32][cH:33][c:34]([NH2:36])[cH:35]4)[cH:22][cH:23][c:24]([C:26]([F:27])([F:28])[F:29])[cH:25]3)[C:16](=[O:18])[O:17]2)[cH:6][c:7]([C:9]([F:10])([F:11])[F:12])[cH:8]1)([F:42])[F:43]. Yields the product C=Cc1ccccc1O. RXN SMILES: [CH3:31][S:32]([CH3:33])=[O:34].[Li+:25].[O:13]=[c:14]1[o:15][c:16]2[c:17]([cH:18][cH:19][cH:20][cH:21]2)[cH:22][cH:23]1.[OH-:24].[OH:1][c:2]1[c:3]([CH:4]=[CH:5][C:6]([OH:7])=[O:8])[cH:9][cH:10][cH:11][cH:12]1.[nH:26]1[cH:27][cH:28][n:29][cH:30]1>>[OH:1][c:2]1[c:3]([CH:4]=[CH2:5])[cH:9][cH:10][cH:11][cH:12]1. Starting materials: CS(C)=O, [Li+], O=c1ccc2ccccc2o1, [OH-], O=C(O)C=Cc1ccccc1O, c1c[nH]cn1.